This data is from the Open Reaction Database (ORD), a public repository of structured organic reaction records. The task is: describe an organic reaction: reactants, conditions, products, and yield The solvent is O1CCCC1 (tetrahydrofuran). Yields the product CNC(C1=C(C=CC=C1)I)=O (N-methyl-o-iodobenzamide). The reactants are CN (methylamine), IC1=C(C(=O)Cl)C=CC=C1 (o-iodobenzoyl chloride). Procedure details: A total of 40 ml of a 40% by weight aqueous solution of methylamine was reacted with a solution of 16 g of o-iodobenzoyl chloride in 25 ml of tetrahydrofuran for 10 minutes. The excess solvent was evaporated in a hot water bath at 65°. The mixture was allowed to cool and 40 ml of water was added to precipitate the crude product which was recovered and washed with 1 N NaOH, 1 N HCl, and then water until the washings were neutral. The crude product was dried under vacuum and purified by recrystall... Reaction SMILES: [CH3:1][NH2:2].[I:3][C:4]1[CH:12]=[CH:11][CH:10]=[CH:9][C:5]=1[C:6](Cl)=[O:7]>O1CCCC1>[CH3:1][NH:2][C:6](=[O:7])[C:5]1[CH:9]=[CH:10][CH:11]=[CH:12][C:4]=1[I:3]. Reactants: COC1=CC2=C(C=C1C)C1(C(NC3=CC=CC=C13)=O)CO2 (6-Methoxy-5-methylspiro[1-benzofuran-3,3′-indol]-2′(1′H)-one), C(C)#N (acetonitrile). Run in C(C)(C)(C)OC (tert-butyl methylether). Product: COC1=CC2=C(C=C1C)[C@@]1(C(NC3=CC=CC=C13)=O)CO2 ((R)-6-methoxy-5-methyl-2H-spiro[benzofuran-3,3′-indolin]-2′-one). RXN SMILES: [CH3:1][O:2][C:3]1[C:8]([CH3:9])=[CH:7][C:6]2[C:10]3([CH2:20][O:21][C:5]=2[CH:4]=1)[C:18]1[C:13](=[CH:14][CH:15]=[CH:16][CH:17]=1)[NH:12][C:11]3=[O:19].C(#N)C>C(OC)(C)(C)C>[CH3:1][O:2][C:3]1[C:8]([CH3:9])=[CH:7][C:6]2[C@@:10]3([CH2:20][O:21][C:5]=2[CH:4]=1)[C:18]1[C:13](=[CH:14][CH:15]=[CH:16][CH:17]=1)[NH:12][C:11]3=[O:19]. Procedure details: 6-Methoxy-5-methylspiro[1-benzofuran-3,3′-indol]-2′(1′H)-one (2.16 g, 0.10 g per run) was resolved on a semi-prep chiral IA column with 10% acetonitrile in tert-butyl methylether. (R)-6-methoxy-5-methyl-2H-spiro[benzofuran-3,3′-indolin]-2′-one was isolated as a crystalline colorless solid (0.81 g, 75% recovery): ee>99% (analytical chiralpak IA, 1:1 acetonitrile/tert-butyl methylether); mp>250° C.; 1H NMR (300 MHz, DMSO-d6) δ10.57 (s, 1H), 7.23 (ddd, J=7.6, 7.6, 1.3 Hz, 1H), 7.07 (d, J=6.8 Hz, 1H... Starting materials: C[S+](C)(C)=O, [H-], [I-], [Na+], CN(C)C=O, O=C1Nc2ccccc2C1=Cc1ccc2cn[nH]c2c1. Yields the product O=C1Nc2ccccc2C12CC2c1ccc2cn[nH]c2c1. As a reaction SMILES: [CH3:2][S+:3]([CH3:4])([CH3:5])=[O:6].[H-:7].[I-:1].[Na+:8].[O:29]=[CH:30][N:31]([CH3:32])[CH3:33].[nH:9]1[n:10][cH:11][c:12]2[cH:13][cH:14][c:15]([CH:18]=[C:19]3[C:20](=[O:28])[NH:21][c:22]4[cH:23][cH:24][cH:25][cH:26][c:27]43)[cH:16][c:17]12>>[CH2:2]1[CH:18]([c:15]2[cH:14][cH:13][c:12]3[cH:11][n:10][nH:9][c:17]3[cH:16]2)[C:19]12[C:20](=[O:28])[NH:21][c:22]1[cH:23][cH:24][cH:25][cH:26][c:27]12. The reactants are C1CCOC1, COC(=O)c1cccc(-n2nc(C(Nc3ccc(-c4noc(C)n4)cc3)c3cc(OC)cc(OCCF)c3F)[nH]c2=O)n1, CC(=O)O, CO, [Na+], [OH-]. Yields the product COc1cc(OCCF)c(F)c(C(Nc2ccc(-c3noc(C)n3)cc2)c2nn(-c3cccc(C(=O)O)n3)c(=O)[nH]2)c1. RXN SMILES: [CH2:44]1[O:45][CH2:46][CH2:47][CH2:48]1.[CH3:1][O:2][C:3](=[O:4])[c:5]1[n:6][c:7](-[n:11]2[n:12][c:13]([CH:17]([NH:18][c:19]3[cH:20][cH:21][c:22](-[c:25]4[n:26][o:27][c:28]([CH3:30])[n:29]4)[cH:23][cH:24]3)[c:31]3[c:32]([F:43])[c:33]([O:39][CH2:40][CH2:41][F:42])[cH:34][c:35]([O:37][CH3:38])[cH:36]3)[nH:14][c:15]2=[O:16])[cH:8][cH:9][cH:10]1.[CH3:51][C:52](=[O:53])[OH:54].[CH3:55][OH:56].[Na+:50].[OH-:49]>>[O:2]=[C:3]([OH:4])[c:5]1[n:6][c:7](-[n:11]2[n:12][c:13]([CH:17]([NH:18][c:19]3[cH:20][cH:21][c:22](-[c:25]4[n:26][o:27][c:28]([CH3:30])[n:29]4)[cH:23][cH:24]3)[c:31]3[c:32]([F:43])[c:33]([O:39][CH2:40][CH2:41][F:42])[cH:34][c:35]([O:37][CH3:38])[cH:36]3)[nH:14][c:15]2=[O:16])[cH:8][cH:9][cH:10]1. The reactants are ClCCl, C=C(C)CCl, CN(SCl)C(=O)Cl. The product is CN(SC(C)(CCl)CCl)C(=O)Cl. Reaction SMILES: [CH2:13]([Cl:14])[Cl:15].[CH2:8]([C:9]([CH3:10])=[CH2:11])[Cl:12].[CH3:1][N:2]([C:3](=[O:4])[Cl:5])[S:6][Cl:7]>>[CH3:1][N:2]([C:3](=[O:4])[Cl:5])[S:6][C:9]([CH2:8][Cl:12])([CH3:10])[CH2:11][Cl:14]. The reactants are N1C=CC=C1.[K] (Potassium pyrrole), Cl (hydrochloric acid), ICCCC (1-iodobutane), N1C(=O)NC(=O)C(=O)C1=O (alloxan). Run in C(C)O (ethanol), O1CCCC1 (tetrahydrofuran). Yields the product OC1(C(NC(NC1=O)=O)=O)C=1N(C=CC1)CCCC (5-Hydroxy-5-[1-(1-butyl)-2-pyrrolyl]-2,4,6-(1H,3H,5H)pyrimidinetrione). Yield: 64.1%. As a reaction SMILES: [NH:1]1[CH:5]=[CH:4][CH:3]=[CH:2]1.[K].I[CH2:8][CH2:9][CH2:10][CH3:11].[NH:12]1[C:20](=[O:21])[C:18](=[O:19])[C:16](=[O:17])[NH:15][C:13]1=[O:14].Cl>C(O)C.O1CCCC1>[OH:19][C:18]1([C:2]2[N:1]([CH2:8][CH2:9][CH2:10][CH3:11])[CH:5]=[CH:4][CH:3]=2)[C:16](=[O:17])[NH:15][C:13](=[O:14])[NH:12][C:20]1=[O:21] |f:0.1,^1:5|. Reported procedure: Potassium pyrrole (3.0 g., 0.03 mole), 1-iodobutane (9.2 g., 0.05 moles) and 10 ml. of tetrahydrofuran were combined and refluxed for 1.5 hours by which time the reaction mixture had become a thick mass. The reaction mixture was diluted with 30 ml. of water and extracted with 35 ml. of ether. The ether was back-washed with water, then added to a solution of anhydrous alloxan (4.8 g., 0.03 mole) obtained by heating in 50 ml. of ethanol. The ether was distilled away, 6 N hydrochloric acid (5 ml., ... The product is O=C(Cc1ccccc1)NC(=S)Nc1ccc(Oc2ccnc(NC(=O)N3CCN(CCN4CCC4)CC3)c2)c(F)c1. RXN SMILES: [C:31]12([CH2:32][S:33]([OH:34])(=[O:35])=[O:36])[C:37]([CH3:38])([CH3:39])[CH:40]([CH2:41][CH2:42]1)[CH2:43][C:44]2=[O:45].[CH3:58][CH2:59][O:60][CH2:61][CH3:62].[CH3:63][CH2:64][OH:65].[CH3:66][c:67]1[cH:68][cH:69][cH:70][cH:71][cH:72]1.[CH3:73][CH2:74][CH2:75][CH2:76][CH2:77][CH3:78].[NH2:1][c:2]1[cH:3][c:4]([F:30])[c:5]([O:6][c:7]2[cH:8][c:9]([NH:13][C:14](=[O:15])[N:16]3[CH2:17][CH2:18][N:19]([CH2:22][CH2:23][N:24]4[CH2:25][CH2:26][CH2:27]4)[CH2:20][CH2:21]3)[n:10][cH:11][cH:12]2)[cH:28][cH:29]1.[c:46]1([CH2:52][C:53](=[O:54])[N:55]=[C:56]=[S:57])[cH:47][cH:48][cH:49][cH:50][cH:51]1>>[NH:1]([c:2]1[cH:3][c:4]([F:30])[c:5]([O:6][c:7]2[cH:8][c:9]([NH:13][C:14](=[O:15])[N:16]3[CH2:17][CH2:18][N:19]([CH2:22][CH2:23][N:24]4[CH2:25][CH2:26][CH2:27]4)[CH2:20][CH2:21]3)[n:10][cH:11][cH:12]2)[cH:28][cH:29]1)[C:56]([NH:55][C:53]([CH2:52][c:46]1[cH:47][cH:48][cH:49][cH:50][cH:51]1)=[O:54])=[S:57]. The reactants are CC1(C)C2CCC1(CS(=O)(=O)O)C(=O)C2, CCOCC, CCO, Cc1ccccc1, CCCCCC, Nc1ccc(Oc2ccnc(NC(=O)N3CCN(CCN4CCC4)CC3)c2)c(F)c1, O=C(Cc1ccccc1)N=C=S.